From a dataset of the Open Reaction Database (ORD), a public repository of structured organic reaction records. describe an organic reaction: reactants, conditions, products, and yield RXN SMILES: [C:1](=[S:3])=S.[OH-].[K+].[CH2:6]([NH2:9])[CH2:7][CH3:8].ClC(OCC)=O.[I:16][C:17]1[CH:25]=[C:21]([C:22]([OH:24])=O)[C:20]([NH2:26])=[CH:19][CH:18]=1.Cl>O>[I:16][C:17]1[CH:25]=[C:21]2[C:20](=[CH:19][CH:18]=1)[NH:26][C:1](=[S:3])[N:9]([CH2:6][CH2:7][CH3:8])[C:22]2=[O:24] |f:1.2|. Solvent: O (water). Yields the product IC=1C=C2C(N(C(NC2=CC1)=S)CCC)=O (2,3-Dihydro-6-iodo-3-propyl-2-thioxo-4(1H)-quinazolinone). Reaction conditions: temperature 60 celsius, time 20 minute. The reactants are [OH-].[K+] (potassium hydroxide), ClC(=O)OCC (Ethyl chloroformate), Cl (HCl), C(=S)=S (Carbon disulfide), [OH-].[K+] (potassium hydroxide), C(CC)N (n-propylamine), IC1=CC=C(C(C(=O)O)=C1)N (5-iodoanthranilic acid). Procedure: Carbon disulfide (16.4 mL, 0.28 mole) was added to a solution of potassium hydroxide (18.4 g, 0.28 mol) in water (100 mL). The reaction mixture was then cooled to 1 1° C. and n-propylamine (16.6 g, 0.28 mol) was added. An exotherm to 14° C. was observed and the reaction mixture became an orange slurry. The mixture was heated at 60° C. for 1 h and then cooled to 17° C. Ethyl chloroformate (32 g, 0.30 mole) was then added over a 30 min period allowing the temperature to rise to 25° C. Additional p... Solvent: C(C)(=O)OCC (ethyl acetate), O1CCCC1 (tetrahydrofuran), O (water). Procedure: A mixture of (3-bromo-2-oxobutyl)triphenylphosphonium bromide (30 g) in ethyl acetate (150 ml), tetrahydrofuran (50 ml) and water (150 ml) was adjusted to pH 10 with potassium carbonate. The separated organic layer was washed with brine and dried over magnesium sulfate. Evaporation of the solvent gave a residue, which was triturated with diisopropyl ether and collected by filtration to give (3-bromo-2-oxobutylidene)triphenylphosphorane (24.27 g). The reactants are [Br-].BrC(C(C[P+](C1=CC=CC=C1)(C1=CC=CC=C1)C1=CC=CC=C1)=O)C ((3-bromo-2-oxobutyl)triphenylphosphonium bromide), C([O-])([O-])=O.[K+].[K+] (potassium carbonate). The product is BrC(C(C=P(C1=CC=CC=C1)(C1=CC=CC=C1)C1=CC=CC=C1)=O)C ((3-bromo-2-oxobutylidene)triphenylphosphorane). As a reaction SMILES: [Br-].[Br:2][CH:3]([CH3:26])[C:4](=[O:25])[CH2:5][P+:6]([C:19]1[CH:24]=[CH:23][CH:22]=[CH:21][CH:20]=1)([C:13]1[CH:18]=[CH:17][CH:16]=[CH:15][CH:14]=1)[C:7]1[CH:12]=[CH:11][CH:10]=[CH:9][CH:8]=1.C(=O)([O-])[O-].[K+].[K+]>C(OCC)(=O)C.O1CCCC1.O>[Br:2][CH:3]([CH3:26])[C:4](=[O:25])[CH:5]=[P:6]([C:13]1[CH:18]=[CH:17][CH:16]=[CH:15][CH:14]=1)([C:7]1[CH:8]=[CH:9][CH:10]=[CH:11][CH:12]=1)[C:19]1[CH:24]=[CH:23][CH:22]=[CH:21][CH:20]=1 |f:0.1,2.3.4|. Yield: 96.8%.